Task: describe an organic reaction: reactants, conditions, products, and yield. Dataset: the Open Reaction Database (ORD), a public repository of structured organic reaction records Starting materials: C(C)(C)(C)OC(=O)NC1=CC=C2CCC(CC2=C1)CC(=O)OCC (ethyl 7-[N-(t-butoxycarbonyl)amino]-1,2,3,4-tetrahydro-naphthalene-2-acetate), [H-].[Na+] (sodium hydride), CI (methyl iodide). Solvent: CN(C=O)C (N,N-dimethylformamide). Run at time 5 minute. Product: C(C)(C)(C)OC(=O)N(C)C1=CC=C2CCC(CC2=C1)CC(=O)OCC (ethyl 7-[N-(t-butoxycarbonyl)-N-methylamino]-1,2,3,4-tetrahydronaphthalene-2-acetate). The yield is 96.0%. Reaction SMILES: [C:1]([O:5][C:6]([NH:8][C:9]1[CH:18]=[C:17]2[C:12]([CH2:13][CH2:14][CH:15]([CH2:19][C:20]([O:22][CH2:23][CH3:24])=[O:21])[CH2:16]2)=[CH:11][CH:10]=1)=[O:7])([CH3:4])([CH3:3])[CH3:2].[H-].[Na+].[CH3:27]I>CN(C)C=O>[C:1]([O:5][C:6]([N:8]([C:9]1[CH:18]=[C:17]2[C:12]([CH2:13][CH2:14][CH:15]([CH2:19][C:20]([O:22][CH2:23][CH3:24])=[O:21])[CH2:16]2)=[CH:11][CH:10]=1)[CH3:27])=[O:7])([CH3:4])([CH3:3])[CH3:2] |f:1.2|. Reported procedure: In 10 ml of N,N-dimethylformamide, 0.67 g of ethyl 7-[N-(t-butoxycarbonyl)amino]-1,2,3,4-tetrahydro-naphthalene-2-acetate was dissolved and 0.096 g of 60% sodium hydride was added under cooling and stirred for 5 minutes at room temperature. To the mixture, 0.57 g of methyl iodide was dropwise added and allowed to stand overnight at room temperature. The reaction mixture was concentrated under reduced pressure and the concentrated residue was extracted with ethyl acetate. The ethyl acetate soluti... Starting materials: COC(=O)c1cc2cc(F)c(OCc3ccccc3)cc2[nH]1, CCOC(C)=O. The product is COC(=O)c1cc2cc(F)c(O)cc2[nH]1. Reaction SMILES: [CH3:1][O:2][C:3](=[O:4])[c:5]1[nH:6][c:7]2[cH:8][c:9]([O:15][CH2:16][c:17]3[cH:18][cH:19][cH:20][cH:21][cH:22]3)[c:10]([F:14])[cH:11][c:12]2[cH:13]1.[CH3:23][CH2:24][O:25][C:26](=[O:27])[CH3:28]>>[CH3:1][O:2][C:3](=[O:4])[c:5]1[nH:6][c:7]2[cH:8][c:9]([OH:15])[c:10]([F:14])[cH:11][c:12]2[cH:13]1. The reactants are C1(=CC=CC=C1)C(=O)[O-].[K+] (potassium benzene carboxylic acid salt), C(=O)=O (carbon dioxide). Product: C(C1=CC=C(C(=O)[O-])C=C1)(=O)[O-].[K+].[K+] (dipotassium terephthalic acid salt). RXN SMILES: [C:1]1([C:7]([O-:9])=[O:8])[CH:6]=[CH:5][CH:4]=[CH:3][CH:2]=1.[K+:10].[C:11](=[O:13])=[O:12]>>[C:11]([O-:13])(=[O:12])[C:4]1[CH:5]=[CH:6][C:1]([C:7]([O-:9])=[O:8])=[CH:2][CH:3]=1.[K+:10].[K+:10] |f:0.1,3.4.5|. Reported procedure: isomerizing said dried potassium benzene carboxylic acid salt mixture by heating under an atmosphere comprising carbon dioxide to produce a dipotassium terephthalic acid salt; The reactants are CC(=O)O[BH-](OC(C)=O)OC(C)=O, CCNCCCCCC(C)(C)F, CCOC(C)=O, [Na+], CS(=O)(=O)Nc1ccc(C2CCC(O)O2)cc1. The product is CCN(CCCCCC(C)(C)F)CCCC(O)c1ccc(NS(C)(=O)=O)cc1. As a reaction SMILES: [C:30]([O:31][BH-:32]([O:33][C:34](=[O:35])[CH3:36])[O:37][C:38](=[O:39])[CH3:40])(=[O:41])[CH3:42].[CH2:18]([CH3:19])[NH:20][CH2:21][CH2:22][CH2:23][CH2:24][CH2:25][C:26]([CH3:27])([F:28])[CH3:29].[CH3:44][CH2:45][O:46][C:47]([CH3:48])=[O:49].[Na+:43].[OH:1][CH:2]1[CH2:3][CH2:4][CH:5]([c:7]2[cH:8][cH:9][c:10]([NH:13][S:14](=[O:15])(=[O:16])[CH3:17])[cH:11][cH:12]2)[O:6]1>>[CH2:2]([CH2:3][CH2:4][CH:5]([OH:6])[c:7]1[cH:8][cH:9][c:10]([NH:13][S:14](=[O:15])(=[O:16])[CH3:17])[cH:11][cH:12]1)[N:20]([CH2:18][CH3:19])[CH2:21][CH2:22][CH2:23][CH2:24][CH2:25][C:26]([CH3:27])([F:28])[CH3:29]. Reactants: CN1CC[C@H]2CCC=3C=CN=CC3[C@H]21 (cis-1-methyl-2,3,3a,4,5,9b-hexahydro-1H-pyrrolo[3,2-h]isoquinoline), ICCCCCCCCC (1-iodononane). The solvent is CC(=O)O (AcOH). The product is [I-].CN1CC[C@H]2CCC=3C=C[N+](=CC3[C@H]21)CCCCCCCCC (cis-1-methyl-8-nonyl-2,3,3a,4,5,9b-hexahydro-1H-pyrrolo[3,2-h]isoquinolin-8-ium iodide). Isolated yield 78.4%. As a reaction SMILES: [CH3:1][N:2]1[C@H:14]2[C@H:5]([CH2:6][CH2:7][C:8]3[CH:9]=[CH:10][N:11]=[CH:12][C:13]=32)[CH2:4][CH2:3]1.[I:15][CH2:16][CH2:17][CH2:18][CH2:19][CH2:20][CH2:21][CH2:22][CH2:23][CH3:24]>CC(O)=O>[I-:15].[CH3:1][N:2]1[C@H:14]2[C@H:5]([CH2:6][CH2:7][C:8]3[CH:9]=[CH:10][N+:11]([CH2:16][CH2:17][CH2:18][CH2:19][CH2:20][CH2:21][CH2:22][CH2:23][CH3:24])=[CH:12][C:13]=32)[CH2:4][CH2:3]1 |f:3.4|. Reported procedure: To a stirred solution of cis-1-methyl-2,3,3a,4,5,9b-hexahydro-1H-pyrrolo[3,2-h]isoquinoline (120 mg, 0.64 mmol) in AcOH (2 ml) was added 1-iodononane (488 mg, 1.92 mmol). The mixture was heated at reflux under nitrogen for 3 days. AcOH was evaporated and the residue was dissolved in CHCl3. The mixture was washed with saturated aqueous NaHCO3, water and brine successively and dried. Evaporation of the solvent followed by titration with ether afforded 222 mg (79%) of cis-1-methyl-8-nonyl-2,3,3a,4,... Reactants: CCC1=CCC(C)(O)O1, Cc1cc(C(C)(C)C)c(O)c(C(C)(C)C)c1, Cc1ccccc1, CC1(C)C(C=C(Cl)C(F)(F)F)C1C(=O)Cl, O=C(O)CC(O)(CC(=O)O)C(=O)O, c1ccncc1. Product: CCC1=CCC(C)(OC(=O)C2C(C=C(Cl)C(F)(F)F)C2(C)C)O1. Reaction SMILES: [CH2:16]([CH3:17])[C:18]1=[CH:19][CH2:20][C:21]([CH3:22])([OH:24])[O:23]1.[CH3:25][c:26]1[cH:27][c:28]([C:29]([CH3:30])([CH3:31])[CH3:32])[c:33]([OH:34])[c:35]([C:36]([CH3:37])([CH3:38])[CH3:39])[cH:40]1.[CH3:54][c:55]1[cH:56][cH:57][cH:58][cH:59][cH:60]1.[Cl:1][C:2](=[CH:3][CH:4]1[C:5]([CH3:10])([CH3:11])[CH:6]1[C:7](=[O:8])[Cl:9])[C:12]([F:13])([F:14])[F:15].[OH:41][C:42]([CH2:43][C:44]([C:45](=[O:46])[OH:47])([CH2:48][C:49](=[O:50])[OH:51])[OH:52])=[O:53].[cH:61]1[cH:62][cH:63][n:64][cH:65][cH:66]1>>[Cl:1][C:2](=[CH:3][CH:4]1[C:5]([CH3:10])([CH3:11])[CH:6]1[C:7](=[O:8])[O:24][C:21]1([CH3:22])[CH2:20][CH:19]=[C:18]([CH2:16][CH3:17])[O:23]1)[C:12]([F:13])([F:14])[F:15]. Starting materials: CC(C)(C)OC(=O)N1CCCC1COc1cncc(Br)c1, c1ccc(COCCCC2CCNC2)cc1, CC(C)(C)[O-], Cc1ccccc1, [Na+], O=C(C=Cc1ccccc1)C=Cc1ccccc1, O=C(C=Cc1ccccc1)C=Cc1ccccc1, O=C(C=Cc1ccccc1)C=Cc1ccccc1, [Pd], [Pd], CC1(C)c2cccc(P(c3ccccc3)c3ccccc3)c2Oc2c(P(c3ccccc3)c3ccccc3)cccc21. The product is CC(C)(C)OC(=O)N1CCCC1COc1cncc(N2CCC(CCCOCc3ccccc3)C2)c1. RXN SMILES: [Br:17][c:18]1[cH:19][n:20][cH:21][c:22]([O:24][CH2:25][CH:26]2[N:27]([C:31](=[O:32])[O:33][C:34]([CH3:35])([CH3:36])[CH3:37])[CH2:28][CH2:29][CH2:30]2)[cH:23]1.[CH2:1]([c:2]1[cH:3][cH:4][cH:5][cH:6][cH:7]1)[O:8][CH2:9][CH2:10][CH2:11][CH:12]1[CH2:13][NH:14][CH2:15][CH2:16]1.[CH3:38][C:39]([CH3:40])([O-:41])[CH3:42].[CH3:86][c:87]1[cH:88][cH:89][cH:90][cH:91][cH:92]1.[Na+:43].[O:113]=[C:114]([CH:115]=[CH:116][c:117]1[cH:118][cH:119][cH:120][cH:121][cH:122]1)[CH:123]=[CH:124][c:125]1[cH:126][cH:127][cH:128][cH:129][cH:130]1.[O:131]=[C:132]([CH:133]=[CH:134][c:135]1[cH:136][cH:137][cH:138][cH:139][cH:140]1)[CH:141]=[CH:142][c:143]1[cH:144][cH:145][cH:146][cH:147][cH:148]1.[O:95]=[C:96]([CH:97]=[CH:98][c:99]1[cH:100][cH:101][cH:102][cH:103][cH:104]1)[CH:105]=[CH:106][c:107]1[cH:108][cH:109][cH:110][cH:111][cH:112]1.[Pd:93].[Pd:94].[c:44]1([P:45]([c:46]2[cH:47][cH:48][cH:49][cH:50][cH:51]2)[c:52]2[c:53]3[c:77]([cH:78][cH:79][cH:80]2)[C:74]([CH3:75])([CH3:76])[c:56]2[c:55]([c:60]([P:61]([c:62]4[cH:63][cH:64][cH:65][cH:66][cH:67]4)[c:68]4[cH:69][cH:70][cH:71][cH:72][cH:73]4)[cH:59][cH:58][cH:57]2)[O:54]3)[cH:81][cH:82][cH:83][cH:84][cH:85]1>>[CH2:1]([c:2]1[cH:3][cH:4][cH:5][cH:6][cH:7]1)[O:8][CH2:9][CH2:10][CH2:11][CH:12]1[CH2:13][N:14]([c:18]2[cH:19][n:20][cH:21][c:22]([O:24][CH2:25][CH:26]3[N:27]([C:31](=[O:32])[O:33][C:34]([CH3:35])([CH3:36])[CH3:37])[CH2:28][CH2:29][CH2:30]3)[cH:23]2)[CH2:15][CH2:16]1.